describe an organic reaction: reactants, conditions, products, and yield From a dataset of the Open Reaction Database (ORD), a public repository of structured organic reaction records. Reactants: N([C@@H](CC1=CC=C(C=C1)OC(C)(C)C)C(=O)N[C@@H]([C@H](OC(C)(C)C)C)C(=O)N[C@@H](CCC(N)=O)C(=O)N[C@@H](CC(OC(C)(C)C)=O)C(=O)N[C@@H](CC1=CC=CC=C1)C(=O)OC)C(=O)OCC1=CC=CC=C1 (Z-Tyr(tBu)-Thr(tBu)-Gln-Asp(OtBu)-Phe-OCH3). Reagents/catalysts: [Pd] (palladium on charcoal). The solvent is C(Cl)(Cl)Cl.CO (chloroform methanol), CO (methanol). Product: N[C@@H](CC1=CC=C(C=C1)OC(C)(C)C)C(=O)N[C@@H]([C@H](OC(C)(C)C)C)C(=O)N[C@@H](CCC(N)=O)C(=O)N[C@@H](CC(OC(C)(C)C)=O)C(=O)N[C@@H](CC1=CC=CC=C1)C(=O)OC (H-Tyr(tBu)-Thr(tBu)-Gln-Asp(OtBu)-Phe-OCH3). RXN SMILES: [NH:1](C(OCC1C=CC=CC=1)=O)[C@H:2]([C:15]([NH:17][C@H:18]([C:26]([NH:28][C@H:29]([C:35]([NH:37][C@H:38]([C:47]([NH:49][C@H:50]([C:58]([O:60][CH3:61])=[O:59])[CH2:51][C:52]1[CH:57]=[CH:56][CH:55]=[CH:54][CH:53]=1)=[O:48])[CH2:39][C:40](=[O:46])[O:41][C:42]([CH3:45])([CH3:44])[CH3:43])=[O:36])[CH2:30][CH2:31][C:32](=[O:34])[NH2:33])=[O:27])[C@@H:19]([CH3:25])[O:20][C:21]([CH3:24])([CH3:23])[CH3:22])=[O:16])[CH2:3][C:4]1[CH:9]=[CH:8][C:7]([O:10][C:11]([CH3:14])([CH3:13])[CH3:12])=[CH:6][CH:5]=1>CO.[Pd].C(Cl)(Cl)Cl.CO>[NH2:1][C@H:2]([C:15]([NH:17][C@H:18]([C:26]([NH:28][C@H:29]([C:35]([NH:37][C@H:38]([C:47]([NH:49][C@H:50]([C:58]([O:60][CH3:61])=[O:59])[CH2:51][C:52]1[CH:57]=[CH:56][CH:55]=[CH:54][CH:53]=1)=[O:48])[CH2:39][C:40](=[O:46])[O:41][C:42]([CH3:43])([CH3:44])[CH3:45])=[O:36])[CH2:30][CH2:31][C:32](=[O:34])[NH2:33])=[O:27])[C@@H:19]([CH3:25])[O:20][C:21]([CH3:24])([CH3:22])[CH3:23])=[O:16])[CH2:3][C:4]1[CH:5]=[CH:6][C:7]([O:10][C:11]([CH3:12])([CH3:13])[CH3:14])=[CH:8][CH:9]=1 |f:3.4|. Procedure details: 2.36 g of Z-Tyr(tBu)-Thr(tBu)-Gln-Asp(OtBu)-Phe-OCH3 in 450 ml of methanol are hydrogenated with 500 mg of 10 % strength palladium on charcoal in the usual manner at room temperature. A colourless foam is obtained which is homogeneous according to a thin layer chromatogram and is further employed as such. The following Rf-values are obtained in a thin layer chromatogram on silica gel: in chloroform-methanol (95:5) Rf = 0.22; Rf89 = 0.42. Reactants: ClCCl (dichloromethane), COC1=CC=C(C=C1)C=1C2=C(SC1)C=CC=C2 (3-(4-methoxy-phenyl)-benzo[b]thiophene), ClCCl (dichloromethane), solution, B(Br)(Br)Br (boron tribromide), ClCCl (dichloromethane), O (water), ClCCl (dichloromethane). The product is S1C2=C(C(=C1)C1=CC=C(C=C1)O)C=CC=C2 (4-benzo[b]thiophen-3-yl-phenol). Yield: 92.4%. Reaction SMILES: C[O:2][C:3]1[CH:8]=[CH:7][C:6]([C:9]2[C:10]3[CH:17]=[CH:16][CH:15]=[CH:14][C:11]=3[S:12][CH:13]=2)=[CH:5][CH:4]=1.ClCCl.B(Br)(Br)Br.O>CCCCCCC>[S:12]1[CH:13]=[C:9]([C:6]2[CH:5]=[CH:4][C:3]([OH:2])=[CH:8][CH:7]=2)[C:10]2[CH:17]=[CH:16][CH:15]=[CH:14][C:11]1=2. Solvent: CCCCCCC (heptane). Procedure details: Cool a solution of 3-(4-methoxy-phenyl)-benzo[b]thiophene (5.00 g, 20.8 mmol) and dichloromethane (anhydrous, 120 mL). Add 1.0 M solution of boron tribromide in dichloromethane (60.0 mL, 60.0 mmol) over a time period of 15 minutes. Stir reaction mixture at 0° C. for 2 hours and let warm and stir at room temperature overnight. TLC (40% dichloromethane in heptane) shows that the starting material is consumed. Transfer reaction mixture to a mixture of ice:water (200 g:200 mL) via a cannula and let ... The reactants are C1(=CC=CC=C1)N=C=O (Phenyl isocyanate), C(C1=CC=CC=C1)N1C(C(NC12CCNCC2)CC2=CC=CC=C2)=O (1,3-dibenzyl-1,4,8-triazaspiro[4,5]decan-2-one). Run in C1(=CC=CC=C1)C (toluene). The product is C1(=CC=CC=C1)NC(=O)N1CCC2(NC(C(N2CC2=CC=CC=C2)=O)CC2=CC=CC=C2)CC1 (1,3-dibenzyl-2-oxo-1,4,8-triaza-spiro[4,5]decane-8-carboxylic acid phenylamide). RXN SMILES: [C:1]1([N:7]=[C:8]=[O:9])[CH:6]=[CH:5][CH:4]=[CH:3][CH:2]=1.[CH2:10]([N:17]1[C:21]2([CH2:26][CH2:25][NH:24][CH2:23][CH2:22]2)[NH:20][CH:19]([CH2:27][C:28]2[CH:33]=[CH:32][CH:31]=[CH:30][CH:29]=2)[C:18]1=[O:34])[C:11]1[CH:16]=[CH:15][CH:14]=[CH:13][CH:12]=1>C1(C)C=CC=CC=1>[C:1]1([NH:7][C:8]([N:24]2[CH2:25][CH2:26][C:21]3([N:17]([CH2:10][C:11]4[CH:16]=[CH:15][CH:14]=[CH:13][CH:12]=4)[C:18](=[O:34])[CH:19]([CH2:27][C:28]4[CH:33]=[CH:32][CH:31]=[CH:30][CH:29]=4)[NH:20]3)[CH2:22][CH2:23]2)=[O:9])[CH:6]=[CH:5][CH:4]=[CH:3][CH:2]=1. Reported procedure: Phenyl isocyanate (0.16 ml, 1.49 mmol) was added to a solution of 1,3-dibenzyl-1,4,8-triazaspiro[4,5]decan-2-one (502 mg, 1.49 mmol) in toluene (12.4 ml) with stirring under a blanket of nitrogen at RT. The reaction mixture was stirred overnight. After removal of the solvent, the desired product 1,3-dibenzyl-2-oxo-1,4,8-triaza-spiro[4,5]decane-8-carboxylic acid phenylamide was obtained by means of preparative HPLC.